From a dataset of the Open Reaction Database (ORD), a public repository of structured organic reaction records. describe an organic reaction: reactants, conditions, products, and yield The reactants are NC1=C(C(=NN1C1=C(C=C(C(=C1)SCC(F)(F)F)C)F)OC(C(OC(F)(F)F)F)(F)F)Cl (5-amino-4-chloro-1-{2-fluoro-4-methyl-5-(2,2,2-trifluoroethylthio)phenyl}-3-{1,1,2-trifluoro-2-(trifluoromethoxy)ethoxy}pyrazole), N(=O)OC(C)(C)C (t-butyl nitrite). Run in O1CCCC1 (tetrahydrofuran). Run at time 12 hour. Product: ClC=1C(=NN(C1)C1=C(C=C(C(=C1)SCC(F)(F)F)C)F)OC(C(OC(F)(F)F)F)(F)F (4-chloro-1-{2-fluoro-4-methyl-5-(2,2,2-trifluoroethylthio)phenyl}-3-{1,1,2-trifluoro-2-(trifluoromethoxy)ethoxy}pyrazole). As a reaction SMILES: N[C:2]1[N:6]([C:7]2[CH:12]=[C:11]([S:13][CH2:14][C:15]([F:18])([F:17])[F:16])[C:10]([CH3:19])=[CH:9][C:8]=2[F:20])[N:5]=[C:4]([O:21][C:22]([F:31])([F:30])[CH:23]([F:29])[O:24][C:25]([F:28])([F:27])[F:26])[C:3]=1[Cl:32].N(OC(C)(C)C)=O>O1CCCC1>[Cl:32][C:3]1[C:4]([O:21][C:22]([F:31])([F:30])[CH:23]([F:29])[O:24][C:25]([F:26])([F:27])[F:28])=[N:5][N:6]([C:7]2[CH:12]=[C:11]([S:13][CH2:14][C:15]([F:18])([F:17])[F:16])[C:10]([CH3:19])=[CH:9][C:8]=2[F:20])[CH:2]=1. Reported procedure: 0.9 g of 5-amino-1-{2-fluoro-4-methyl-5-(2,2,2-trifluoroethylthio)phenyl}-3-{1,1,2-trifluoro-2-(trifluoromethoxy)ethoxy}pyrazole was dissolved in 30 mL of acetonitrile, and 0.27 g of N-chlorosuccinimide was added under cooling with ice. After stirring for 10 minutes under cooling with ice, the solvent was distilled off under reduced pressure, extraction with ethyl acetate was carried out, and the organic layer was dried over anhydrous magnesium sulfate. The solvent was distilled off under reduce...